From a dataset of the Open Reaction Database (ORD), a public repository of structured organic reaction records. describe an organic reaction: reactants, conditions, products, and yield The reactants are O=C([O-])[O-], CCOC(=O)C(C)(C)Oc1ccc(O)cc1CO, Cc1ccc(S(=O)(=O)OCCc2nc(-c3ccccc3)oc2C)cc1, CCO, [K+], [K+]. The product is CCOC(=O)C(C)(C)Oc1ccc(OCCc2nc(-c3ccccc3)oc2C)cc1CO. Reaction SMILES: [C:44](=[O:45])([O-:46])[O-:47].[CH2:26]([CH3:27])[O:28][C:29]([C:30]([CH3:31])([CH3:32])[O:33][c:34]1[c:35]([CH2:41][OH:42])[cH:36][c:37]([OH:40])[cH:38][cH:39]1)=[O:43].[CH3:1][c:2]1[c:3]([CH2:13][CH2:14][O:15][S:16]([c:17]2[cH:18][cH:19][c:20]([CH3:21])[cH:22][cH:23]2)(=[O:24])=[O:25])[n:4][c:5](-[c:7]2[cH:8][cH:9][cH:10][cH:11][cH:12]2)[o:6]1.[CH3:50][CH2:51][OH:52].[K+:48].[K+:49]>>[CH3:1][c:2]1[c:3]([CH2:13][CH2:14][O:15][c:37]2[cH:36][c:35]([CH2:41][OH:42])[c:34]([O:33][C:30]([C:29]([O:28][CH2:26][CH3:27])=[O:43])([CH3:31])[CH3:32])[cH:39][cH:38]2)[n:4][c:5](-[c:7]2[cH:8][cH:9][cH:10][cH:11][cH:12]2)[o:6]1. The reactants are ClC1=C(N=C(C(=N1)C(=O)N)C)C (6-chloro-3,5-dimethylpyrazine-2-carboxamide), ClC1=C(N=C(C(=N1)C(=O)N)C)C (6-chloro-3,5-dimethylpyrazine-2-carboxamide), FC1=C(C=CC(=C1)B1OC(C(O1)(C)C)(C)C)O (2-fluoro-4-(4,4,5,5-tetramethyl-1,3,2-dioxaborolan-2-yl)phenol), FC1=C(C=CC(=C1)B1OC(C(O1)(C)C)(C)C)O (2-fluoro-4-(4,4,5,5-tetramethyl-1,3,2-dioxaborolan-2-yl)phenol), P(=O)([O-])([O-])[O-].[K+].[K+].[K+] (potassium phosphate), C(C)O (ethanol). Reagents/catalysts: C1=CC=C(C=C1)P([C-]2C=CC=C2)C3=CC=CC=C3.C1=CC=C(C=C1)P([C-]2C=CC=C2)C3=CC=CC=C3.Cl[Pd]Cl.[Fe+2].C(Cl)Cl (PdCl2(dppf) DCM). Run in COCCOC (DME), O (water). Run at temperature 80 celsius. Yields the product FC=1C=C(C=CC1O)C1=C(N=C(C(=N1)C(=O)N)C)C (6-(3-fluoro-4-hydroxyphenyl)-3,5-dimethylpyrazine-2-carboxamide). The yield is 69.5%. RXN SMILES: Cl[C:2]1[N:7]=[C:6]([C:8]([NH2:10])=[O:9])[C:5]([CH3:11])=[N:4][C:3]=1[CH3:12].[F:13][C:14]1[CH:19]=[C:18](B2OC(C)(C)C(C)(C)O2)[CH:17]=[CH:16][C:15]=1[OH:29].P([O-])([O-])([O-])=O.[K+].[K+].[K+].C(O)C>COCCOC.C1C=CC(P(C2C=CC=CC=2)[C-]2C=CC=C2)=CC=1.C1C=CC(P(C2C=CC=CC=2)[C-]2C=CC=C2)=CC=1.Cl[Pd]Cl.[Fe+2].C(Cl)Cl.O>[F:13][C:14]1[CH:19]=[C:18]([C:2]2[N:7]=[C:6]([C:8]([NH2:10])=[O:9])[C:5]([CH3:11])=[N:4][C:3]=2[CH3:12])[CH:17]=[CH:16][C:15]=1[OH:29] |f:2.3.4.5,8.9.10.11.12|. Procedure: A solution of 6-chloro-3,5-dimethylpyrazine-2-carboxamide (Intermediate A) (492 mg, 2.65 mmol) and 2-fluoro-4-(4,4,5,5-tetramethyl-1,3,2-dioxaborolan-2-yl)phenol (Intermediate 6-6; 630 mg, 2.65 mmol) and potassium phosphate, tri-basic (674 mg, 3.18 mmol) in DME (10 mL), ethanol (5 mL) and water (2.5 mL) was thoughroughly degassed. The mixture was treated with PdCl2(dppf)-DCM adduct (108 mg, 0.13 mmol), degassed again and the atmosphere replaced with nitrogen before being heated to 80° C. for 4 h... The reactants are N1=C(C=CC=C1)C1=C(C(=NO1)C(=O)OCC)C(F)(F)F (ethyl 5-(pyridin-2-yl)-4-(trifluoromethyl)isoxazole-3-carboxylate), [OH-].[Na+] (sodium hydroxide). The solvent is C(C)O (ethanol). Yields the product N1=C(C=CC=C1)C1=C(C(=NO1)C(=O)O)C(F)(F)F (5-(pyridin-2-yl)-4-(trifluoromethyl)isoxazole-3-carboxylic acid). Isolated yield 74.9%. Reaction SMILES: [N:1]1[CH:6]=[CH:5][CH:4]=[CH:3][C:2]=1[C:7]1[O:11][N:10]=[C:9]([C:12]([O:14]CC)=[O:13])[C:8]=1[C:17]([F:20])([F:19])[F:18].[OH-].[Na+]>C(O)C>[N:1]1[CH:6]=[CH:5][CH:4]=[CH:3][C:2]=1[C:7]1[O:11][N:10]=[C:9]([C:12]([OH:14])=[O:13])[C:8]=1[C:17]([F:20])([F:18])[F:19] |f:1.2|. Procedure: A solution of ethyl 5-(pyridin-2-yl)-4-(trifluoromethyl)isoxazole-3-carboxylate (138 mg, 0.482 mmol) and 1N aqueous sodium hydroxide (579 μL, 0.579 mmol) in ethanol (4.5 mL) was stirred at room temperature for 30 min. The reaction mixture was concentrated under reduced pressure, and the residue was diluted with water (0.5 mL) and acidified with a 1N aqueous solution of hydrochloric acid to a pH of ˜3.0. The solution was extracted with ethyl acetate (3×2 mL). The organic layer was washed with wat... Reaction SMILES: [CH2:1]([O:8][C:9]1[CH:26]=[CH:25][C:24]2[C:23]3[C@H:14]([C@H:15]4[C@@:19]([CH2:21][C:22]=3[CH2:27][CH:28]=[CH2:29])([CH3:20])[C@@H:18]([O:30][CH2:31][C:32]3[CH:37]=[CH:36][CH:35]=[CH:34][CH:33]=3)[CH2:17][CH2:16]4)[CH2:13][CH2:12][C:11]=2[CH:10]=1)[C:2]1[CH:7]=[CH:6][CH:5]=[CH:4][CH:3]=1.[F:38][C:39]([F:66])([C:56]([F:65])([F:64])[C:57]([F:63])([F:62])[C:58]([F:61])([F:60])[F:59])[CH2:40][CH2:41][CH:42]([CH2:48][CH2:49][CH2:50][CH2:51][CH2:52][CH2:53]C=C)[C:43]([O:45][CH2:46][CH3:47])=[O:44]>ClCCl.C(P(C1CCCCC1)(C1CCCCC1)C1CCCCC1)(P(C1CCCCC1)(C1CCCCC1)C1CCCCC1)C1C=CC=CC=1.Cl[Ru]Cl>[CH2:1]([O:8][C:9]1[CH:26]=[CH:25][C:24]2[C:23]3[C@H:14]([C@H:15]4[C@@:19]([CH2:21][C:22]=3[CH2:27][CH:28]=[CH:29][CH2:53][CH2:52][CH2:51][CH2:50][CH2:49][CH2:48][CH:42]([CH2:41][CH2:40][C:39]([F:38])([F:66])[C:56]([F:64])([F:65])[C:57]([F:62])([F:63])[C:58]([F:59])([F:61])[F:60])[C:43]([O:45][CH2:46][CH3:47])=[O:44])([CH3:20])[C@@H:18]([O:30][CH2:31][C:32]3[CH:33]=[CH:34][CH:35]=[CH:36][CH:37]=3)[CH2:17][CH2:16]4)[CH2:13][CH2:12][C:11]=2[CH:10]=1)[C:2]1[CH:7]=[CH:6][CH:5]=[CH:4][CH:3]=1 |f:3.4|. The solvent is ClCCl (dichloromethane). Procedure details: Benzylidenebis(tricyclohexylphosphine)-dichlororuthenium (90 mg, 0.1 mmol) was added to a solution of 3,17β-bis(benzyloxy)-11-(2-propenyl)estra-1,3,5(10),9(11)-tetraene (1.0 g, 2.0 mmol) and ethyl 2-(3,3,4,4,5,5,6,6,6-nonafluorohexyl)-9-decenoate (1.81 g, 4.1 mmol) in dichloromethane (20 ml), followed by heating under reflux for 5 hours under nitrogen atmosphere. After cooling, the reaction mixture was concentrated under reduced pressure and the resulting residue was purified by silica gel flash... The reactants are C(C1=CC=CC=C1)OC1=CC=2CC[C@H]3[C@@H]4CC[C@@H]([C@@]4(C)CC(=C3C2C=C1)CC=C)OCC1=CC=CC=C1 (3,17β-bis(benzyloxy)-11-(2-propenyl)estra-1,3,5(10),9(11)-tetraene), FC(CCC(C(=O)OCC)CCCCCCC=C)(C(C(C(F)(F)F)(F)F)(F)F)F (ethyl 2-(3,3,4,4,5,5,6,6,6-nonafluorohexyl)-9-decenoate). Reagents/catalysts: C(C1=CC=CC=C1)(P(C1CCCCC1)(C1CCCCC1)C1CCCCC1)P(C1CCCCC1)(C1CCCCC1)C1CCCCC1.Cl[Ru]Cl (Benzylidenebis(tricyclohexylphosphine) dichlororuthenium). Isolated yield 47.6%. The product is C(C1=CC=CC=C1)OC1=CC=2CC[C@H]3[C@@H]4CC[C@@H]([C@@]4(C)CC(=C3C2C=C1)CC=CCCCCCCC(C(=O)OCC)CCC(C(C(C(F)(F)F)(F)F)(F)F)(F)F)OCC1=CC=CC=C1 (ethyl 11-[3,17β-bis(benzyloxy)estra-1,3,5(10),9(11)-tetraen-11-yl]-2-(3,3,4,4,5,5,6,6,6-nonafluorohexyl)-9-undecenoate). Reactants: CCN(C(C)C)C(C)C (DIPEA), ClC1=CC=C(C(=O)O)C=C1 (4-chlorobenzoic acid), CN(C)C(=[N+](C)C)ON1C2=C(C=CC=C2)N=N1.[B-](F)(F)(F)F (TBTU), C(=O)(O)[O-].[Na+] (NaHCO3), CC([C@@H](CN1CC(C1)O)NC)C ((S)-1-(3-Methyl-2-(methylamino)butyl)azetidin-3-ol). Run in C(Cl)Cl (DCM). Reaction conditions: time 15 minute. Product: ClC1=CC=C(C(=O)N(C)[C@H](CN2CC(C2)O)C(C)C)C=C1 ((S)-4-chloro-N-(1-(3-hydroxyazetidin-1-yl)-3-methylbutan-2-yl)-N-methylbenzamide). Isolated yield 61.9%. As a reaction SMILES: [CH3:1][CH:2]([CH3:12])[C@H:3]([NH:10][CH3:11])[CH2:4][N:5]1[CH2:8][CH:7]([OH:9])[CH2:6]1.CCN(C(C)C)C(C)C.[Cl:22][C:23]1[CH:31]=[CH:30][C:26]([C:27]([OH:29])=O)=[CH:25][CH:24]=1.CN(C(ON1N=NC2C=CC=CC1=2)=[N+](C)C)C.[B-](F)(F)(F)F.C([O-])(O)=O.[Na+]>C(Cl)Cl>[Cl:22][C:23]1[CH:24]=[CH:25][C:26]([C:27]([N:10]([C@@H:3]([CH:2]([CH3:12])[CH3:1])[CH2:4][N:5]2[CH2:6][CH:7]([OH:9])[CH2:8]2)[CH3:11])=[O:29])=[CH:30][CH:31]=1 |f:3.4,5.6|. Reported procedure: (S)-1-(3-Methyl-2-(methylamino)butyl)azetidin-3-ol (Compound K2) (1.0 g, 3.48 mmol) was dissolved in DCM (13.3 mL), DIPEA (1.82 mL, 10.4 mmol), 4-chlorobenzoic acid (0.654 g, 4.18 mmol), and TBTU (1.45 g, 4.53 mmol) were added. The reaction was stirred for 2 h at rt whereupon saturated NaHCO3 (aq.) was added. The organic layer was separated and evaporated in vacuo. The residue was redissolved in THF/water and 3.8 M NaOH was added (1.2 mL) the reaction mixture was stirred for 15 min whereupon wat...